From a dataset of the Open Reaction Database (ORD), a public repository of structured organic reaction records. describe an organic reaction: reactants, conditions, products, and yield Reactants: ClC1=CN=CC(=N1)N1CCN(CC1)C(CC)O (1-(6-chloro-2-pyrazinyl)-4-piperazinyl propanol), FC1=CC=C(C=C1)C(C1=CC=C(C=C1)F)Br (bis(4-fluorophenyl)methylbromide), C([O-])(O)=O.[Na+] (sodium bicarbonate). Yields the product FC1=CC=C(C=C1)C(OCCCN1CCN(CC1)C1=NC(=CN=C1)Cl)C1=CC=C(C=C1)F (2-[4-[3-[bis(4-fluorophenyl)methoxy]propyl]-1-piperazinyl]-6-chloropyrazine). Reported procedure: To a stirred solution of 1-(6-chloro-2-pyrazinyl)-4-piperazinyl propanol 3 g. (0.013 mol) in 50 ml. of dimethylformamide was added 3.3 g. (0.017 mol) of bis(4-fluorophenyl)methylbromide and 2.6 g. (0.034 mol) of sodium bicarbonate. The reaction mixture was refluxed overnight, dimethylformamide was evaporated under vacuum and the residue was extracted with methylene chloride (3×400 ml.). The methylene chloride extracts were collected, washed with water and dried (anhydrous Na2SO4). Evaporation of... Run in CN(C=O)C (dimethylformamide). RXN SMILES: [Cl:1][C:2]1[N:7]=[C:6]([N:8]2[CH2:13][CH2:12][N:11]([CH:14](O)[CH2:15][CH3:16])[CH2:10][CH2:9]2)[CH:5]=[N:4][CH:3]=1.[F:18][C:19]1[CH:24]=[CH:23][C:22]([CH:25](Br)[C:26]2[CH:31]=[CH:30][C:29]([F:32])=[CH:28][CH:27]=2)=[CH:21][CH:20]=1.C(=O)(O)[O-:35].[Na+]>CN(C)C=O>[F:18][C:19]1[CH:24]=[CH:23][C:22]([CH:25]([C:26]2[CH:31]=[CH:30][C:29]([F:32])=[CH:28][CH:27]=2)[O:35][CH2:16][CH2:15][CH2:14][N:11]2[CH2:12][CH2:13][N:8]([C:6]3[CH:5]=[N:4][CH:3]=[C:2]([Cl:1])[N:7]=3)[CH2:9][CH2:10]2)=[CH:21][CH:20]=1 |f:2.3|. The reactants are CC(=O)O[BH-](OC(C)=O)OC(C)=O, CC(=O)O, Cn1cnc(C=O)c1, CO, CNCC1CN(S(=O)(=O)c2cccs2)CCN1c1ccc(C(C)(O)C(F)(F)F)cc1, [Na+]. Product: CN(Cc1cn(C)cn1)CC1CN(S(=O)(=O)c2cccs2)CCN1c1ccc(C(C)(O)C(F)(F)F)cc1. RXN SMILES: [C:39]([O:40][BH-:41]([O:42][C:43](=[O:44])[CH3:45])[O:46][C:47](=[O:48])[CH3:49])(=[O:50])[CH3:51].[C:53]([OH:54])(=[O:55])[CH3:56].[CH3:31][n:32]1[cH:33][n:34][c:35]([CH:37]=[O:38])[cH:36]1.[CH3:57][OH:58].[F:1][C:2]([C:3]([CH3:4])([OH:5])[c:6]1[cH:7][cH:8][c:9]([N:12]2[CH:13]([CH2:26][NH:27][CH3:28])[CH2:14][N:15]([S:18](=[O:19])(=[O:20])[c:21]3[s:22][cH:23][cH:24][cH:25]3)[CH2:16][CH2:17]2)[cH:10][cH:11]1)([F:29])[F:30].[Na+:52]>>[F:1][C:2]([C:3]([CH3:4])([OH:5])[c:6]1[cH:7][cH:8][c:9]([N:12]2[CH:13]([CH2:26][N:27]([CH3:28])[CH2:37][c:35]3[n:34][cH:33][n:32]([CH3:31])[cH:36]3)[CH2:14][N:15]([S:18](=[O:19])(=[O:20])[c:21]3[s:22][cH:23][cH:24][cH:25]3)[CH2:16][CH2:17]2)[cH:10][cH:11]1)([F:29])[F:30].